Dataset: the Open Reaction Database (ORD), a public repository of structured organic reaction records. Task: describe an organic reaction: reactants, conditions, products, and yield Starting materials: COc1ccc(S(=O)(=O)O)cc1, CC(C)OC(=O)CCCCCOc1cc2c(cc1N)nc(-c1ccccc1)n2-c1ccccc1, [Cl-]. Yields the product COc1ccc(S(=O)(=O)Nc2cc3nc(-c4ccccc4)n(-c4ccccc4)c3cc2OCCCCCC(=O)OC(C)C)cc1. As a reaction SMILES: [CH3:36][O:37][c:38]1[cH:39][cH:40][c:41]([S:44](=[O:45])(=[O:46])[OH:47])[cH:42][cH:43]1.[CH:1]([CH3:2])([CH3:3])[O:4][C:5]([CH2:6][CH2:7][CH2:8][CH2:9][CH2:10][O:11][c:12]1[c:13]([NH2:33])[cH:14][c:15]2[c:16]([n:17](-[c:26]3[cH:27][cH:28][cH:29][cH:30][cH:31]3)[c:18](-[c:20]3[cH:21][cH:22][cH:23][cH:24][cH:25]3)[n:19]2)[cH:32]1)=[O:34].[Cl-:35]>>[CH:1]([CH3:2])([CH3:3])[O:4][C:5]([CH2:6][CH2:7][CH2:8][CH2:9][CH2:10][O:11][c:12]1[c:13]([NH:33][S:44]([c:41]2[cH:40][cH:39][c:38]([O:37][CH3:36])[cH:43][cH:42]2)(=[O:45])=[O:46])[cH:14][c:15]2[c:16]([n:17](-[c:26]3[cH:27][cH:28][cH:29][cH:30][cH:31]3)[c:18](-[c:20]3[cH:21][cH:22][cH:23][cH:24][cH:25]3)[n:19]2)[cH:32]1)=[O:34]. The reactants are CC(C)=C(C)C (2,3-dimethyl-2-butene), B (borane), C1CCOC1 (THF), C1CCOC1 (THF), C(C1=CC=CC=C1)OC(=O)N[C@H](C(=O)OC(C)(C)C)[C@@H](C=C)C (tert-butyl (2S,3R)-2-benzyloxycarbonylamino-3-methyl-4-pentenoate), C1CCOC1 (THF). Conditions: temperature 0 celsius, time 60 minute. Yields the product C(C1=CC=CC=C1)OC(=O)N[C@H](C(=O)OC(C)(C)C)[C@@H](CCO)C (tert-butyl (2S,3R)-2-benzyloxycarbonylamino-3-methyl-5-hydroxypentanoate). Yield: 89.0%. Reaction SMILES: CC(=C(C)C)C.B.[CH2:8]([O:15][C:16]([NH:18][C@@H:19]([C@H:27]([CH3:30])[CH:28]=[CH2:29])[C:20]([O:22][C:23]([CH3:26])([CH3:25])[CH3:24])=[O:21])=[O:17])[C:9]1[CH:14]=[CH:13][CH:12]=[CH:11][CH:10]=1.C1C[O:34]CC1>>[CH2:8]([O:15][C:16]([NH:18][C@@H:19]([C@H:27]([CH3:30])[CH2:28][CH2:29][OH:34])[C:20]([O:22][C:23]([CH3:24])([CH3:25])[CH3:26])=[O:21])=[O:17])[C:9]1[CH:10]=[CH:11][CH:12]=[CH:13][CH:14]=1. Procedure: To a 0° C. solution of 2,3-dimethyl-2-butene in THF (43.2 mmol, 1.0 M) is added a solution of borane in THF (43.2 mmol, 1.0 M) dropwise over 20 min. After stirring an additional 60 min at 0° C., tert-butyl (2S,3R)-2-benzyloxycarbonylamino-3-methyl-4-pentenoate (13.15 g, 41.2 mmol) in 20 mL THF is added dropwise, and the resulting solution is allowed to come to 25° C. over 60 min. The solution is cooled again to 0° C. and quenched with 6 ml of 1:1 THF-ethanol, added cautiously, then 40 mL of pH 7... The reactants are ClC=1C=C(C2=C(N(C(N2COCC[Si](C)(C)C)=O)COCC[Si](C)(C)C)C1)C(C)OCC1(CCN(CC1)C)C1=CC=C(C=C1)F (6-Chloro-4-(1-((4-(4-fluorophenyl)-1-methylpiperidin-4-yl)methoxy)ethyl)-1,3-bis((2-(trimethylsilyl)ethoxy)methyl)-1H-benzo[d]imidazol-2(3H)-one), C(=O)(C(F)(F)F)O (TFA). Run at time 1 hour. Yields the product C(C)#N.C(=O)(C(F)(F)F)O (ACN TFA). As a reaction SMILES: ClC1C=C(C(OCC2(C3C=CC(F)=CC=3)CCN(C)CC2)C)[C:5]2N(COCC[Si](C)(C)C)C(=O)[N:7](COCC[Si](C)(C)C)[C:6]=2C=1.[C:46]([OH:52])([C:48]([F:51])([F:50])[F:49])=[O:47]>>[C:6](#[N:7])[CH3:5].[C:46]([OH:52])([C:48]([F:51])([F:50])[F:49])=[O:47] |f:2.3|. Reported procedure: 6-Chloro-4-(1-((4-(4-fluorophenyl)-1-methylpiperidin-4-yl)methoxy)ethyl)-1,3-bis((2-(trimethylsilyl)ethoxy)methyl)-1H-benzo[d]imidazol-2(3H)-one (58 mg, 0.085 mmol) was dissolved in TFA (40% in dichloromethane, 1 mL) and stirred at room temperature for 1 h. The reaction was concentrated, loaded onto a strong cation exchange cartridge, and flushed with several volumes of methanol which were discarded. The crude product was eluted with 2M ammonia in methanol and concentrated. preparative HPLC (29%... Reactants: C(CCC)[N+](CCCC)(CCCC)CCCC.P(=O)(O)(O)OC[C@H]1O[C@H](C[C@@H]1OP(=O)(O)OC[C@H]1O[C@H]([C@@H]([C@@H]1O)O)N1C2=NC=NC(=C2N=C1)N)N1C(N=C(C=C1)N)=O (((2R,3S,5R)-5-(4-Amino-2-oxopyrimidin-1(2H)-yl)-3-(((((2R,3S,4R,5R)-5-(6-amino-9H-purin-9-yl)-3,4-dihydroxytetrahydrofuran-2-yl)methoxy)(hydroxy)phosphoryl)oxy)tetrahydrofuran-2-yl)methyl dihydrogenphosphate tetrabutylammonium salt), C(CCC)[N+](CCCC)(CCCC)CCCC.P(=O)(O)(O)OC[C@H]1O[C@H](C[C@@H]1OP(=O)(O)OC[C@H]1O[C@H]([C@@H]([C@@H]1O)O)N1C2=NC=NC(=C2N=C1)N)N1C(N=C(C=C1)N)=O (((2R,3S,5R)-5-(4-Amino-2-oxopyrimidin-1(2H)-yl)-3-(((((2R,3S,4R,5R)-5-(6-amino-9H-purin-9-yl)-3,4-dihydroxytetrahydrofuran-2-yl)methoxy)(hydroxy)phosphoryl)oxy)tetrahydrofuran-2-yl)methyl dihydrogenphosphate tetrabutylammonium salt), N(=[N+]=[N-])C1=CC=C(COC(=O)N[C@H](C(=O)NCCCC[C@@H](C(=O)OCC#N)NC(=O)OC(C)(C)C)CSSC(C)(C)C)C=C1 ((S)-cyanomethyl 6-((R)-2-((((4-azidobenzyl)oxy)carbonyl)amino)-3-(tert-butyldisulfanyl)propanamido)-2-((tert-butoxycarbonyl)amino)hexanoate). The solvent is O (water), O1CCCC1 (tetrahydrofuran). Reaction conditions: time 4.5 hour. The product is N(=[N+]=[N-])C1=CC=C(COC(=O)N[C@H](C(=O)NCCCC[C@H](C(=O)O[C@@H]2[C@@H](O[C@H]([C@@H]2O)N2C3=NC=NC(=C3N=C2)N)COP(=O)(O)O[C@@H]2[C@H](O[C@H](C2)N2C(N=C(C=C2)N)=O)COP(=O)(O)O)NC(=O)OC(C)(C)C)CSSC(C)(C)C)C=C1 ((2S)-(2R,3S,4R,5R)-2-((((((2R,3S,5R)-5-(4-amino-2-oxopyrimidin-1(2H)-yl)-2-((phosphonooxy)methyl)tetrahydrofuran-3-yl)oxy)(hydroxy)phosphoryl)oxy)methyl)-5-(6-amino-9H-purin-9-yl)-4-hydroxytetrahydrofuran-3-yl 6-((R)-2-((((4-azidobenzyl)oxy)carbonyl)amino)-3-(tert-butyldisulfanyl)propanamido)-2-((tert-butoxycarbonyl)amino)hexanoate). Isolated yield 11.3%. As a reaction SMILES: C([N+](CCCC)(CCCC)CCCC)CCC.[P:18]([O:22][CH2:23][C@@H:24]1[C@@H:28]([O:29][P:30]([O:33][CH2:34][C@@H:35]2[C@@H:39]([OH:40])[C@@H:38]([OH:41])[C@H:37]([N:42]3[CH:50]=[N:49][C:48]4[C:43]3=[N:44][CH:45]=[N:46][C:47]=4[NH2:51])[O:36]2)([OH:32])=[O:31])[CH2:27][C@H:26]([N:52]2[CH:57]=[CH:56][C:55]([NH2:58])=[N:54][C:53]2=[O:59])[O:25]1)([OH:21])([OH:20])=[O:19].[N:60]([C:63]1[CH:103]=[CH:102][C:66]([CH2:67][O:68][C:69]([NH:71][C@@H:72]([CH2:95][S:96][S:97][C:98]([CH3:101])([CH3:100])[CH3:99])[C:73]([NH:75][CH2:76][CH2:77][CH2:78][CH2:79][C@H:80]([NH:87][C:88]([O:90][C:91]([CH3:94])([CH3:93])[CH3:92])=[O:89])[C:81](OCC#N)=[O:82])=[O:74])=[O:70])=[CH:65][CH:64]=1)=[N+:61]=[N-:62]>O.O1CCCC1>[N:60]([C:63]1[CH:64]=[CH:65][C:66]([CH2:67][O:68][C:69]([NH:71][C@@H:72]([CH2:95][S:96][S:97][C:98]([CH3:101])([CH3:100])[CH3:99])[C:73]([NH:75][CH2:76][CH2:77][CH2:78][CH2:79][C@@H:80]([NH:87][C:88]([O:90][C:91]([CH3:92])([CH3:93])[CH3:94])=[O:89])[C:81]([O:40][C@H:39]2[C@@H:38]([OH:41])[C@H:37]([N:42]3[CH:50]=[N:49][C:48]4[C:43]3=[N:44][CH:45]=[N:46][C:47]=4[NH2:51])[O:36][C@H:35]2[CH2:34][O:33][P:30]([O:29][C@H:28]2[CH2:27][C@H:26]([N:52]3[CH:57]=[CH:56][C:55]([NH2:58])=[N:54][C:53]3=[O:59])[O:25][C@@H:24]2[CH2:23][O:22][P:18]([OH:21])([OH:20])=[O:19])([OH:32])=[O:31])=[O:82])=[O:74])=[O:70])=[CH:102][CH:103]=1)=[N+:61]=[N-:62] |f:0.1|. Reported procedure: A solution of ((2R,3S,5R)-5-(4-amino-2-oxopyrimidin-1(2H)-yl)-3-(((((2R,3S,4R,5R)-5-(6-amino-9H-purin-9-yl)-3,4-dihydroxytetrahydrofuran-2-yl)methoxy) (hydroxy)phosphoryl)oxy)tetrahydrofuran-2-yl)methyl dihydrogenphosphate (Compound 1h) (30.3 mg, 0.048 mmol) in water (0.3 mL) and a solution of (S)-cyanomethyl 6-((R)-2-((((4-azidobenzyl)oxy)carbonyl)amino)-3-(tert-butyldisulfanyl)propanamido)-2-((tert-butoxycarbonyl)amino)hexanoate (Compound tk24) (93 mg, 0.143 mmol) in tetrahydrofuran (0.3 mL) w... Reaction SMILES: Br[C:2]1[N:24]=[C:5]2[N:6]=[C:7]([C:16]3[CH:23]=[CH:22][C:19]([CH:20]=[O:21])=[CH:18][CH:17]=3)[C:8]([C:10]3[CH:15]=[CH:14][CH:13]=[CH:12][CH:11]=3)=[CH:9][N:4]2[N:3]=1.[CH3:25][Si:26]([CH3:43])([CH3:42])[C:27]#[C:28][Sn](CCCC)(CCCC)CCCC>C1(C)C=CC=CC=1.O.ClCCl.C1C=CC([P]([Pd]([P](C2C=CC=CC=2)(C2C=CC=CC=2)C2C=CC=CC=2)([P](C2C=CC=CC=2)(C2C=CC=CC=2)C2C=CC=CC=2)[P](C2C=CC=CC=2)(C2C=CC=CC=2)C2C=CC=CC=2)(C2C=CC=CC=2)C2C=CC=CC=2)=CC=1>[C:10]1([C:8]2[C:7]([C:16]3[CH:23]=[CH:22][C:19]([CH:20]=[O:21])=[CH:18][CH:17]=3)=[N:6][C:5]3[N:4]([N:3]=[C:2]([C:28]#[C:27][Si:26]([CH3:43])([CH3:42])[CH3:25])[N:24]=3)[CH:9]=2)[CH:15]=[CH:14][CH:13]=[CH:12][CH:11]=1 |^1:58,60,79,98|. Product: C1(=CC=CC=C1)C=1C(=NC=2N(C1)N=C(N2)C#C[Si](C)(C)C)C2=CC=C(C=O)C=C2 (4-{6-Phenyl-2-[(trimethylsilyl)ethynyl][1,2,4]triazolo[1,5-a]pyrimidin-5-yl}benzaldehyde). The reagents and catalysts are C=1C=CC(=CC1)[P](C=2C=CC=CC2)(C=3C=CC=CC3)[Pd]([P](C=4C=CC=CC4)(C=5C=CC=CC5)C=6C=CC=CC6)([P](C=7C=CC=CC7)(C=8C=CC=CC8)C=9C=CC=CC9)[P](C=1C=CC=CC1)(C=1C=CC=CC1)C=1C=CC=CC1 (Pd(PPh3)4). Procedure: 300 mg 4-(2-bromo-6-phenyl[1,2,4]triazolo[1,5-a]pyrimidin-5-yl)benzaldehyde (prepared as described under example 53), 613 mg trimethyl[(tributylstannyl)ethynyl]silane and 46 mg Pd(PPh3)4 are suspended in 12 ml toluene under a nitrogen atmosphere. The mixture is heated (microwave irradiation) to 120° C. for 1 h. This mixture is worked up by diluting with water and extraction with dichloromethane. The organic layers are dried over Na2SO4 and concentrated to yield the crude product, which is purifi... The reactants are BrC1=NN2C(N=C(C(=C2)C2=CC=CC=C2)C2=CC=C(C=O)C=C2)=N1 (4-(2-bromo-6-phenyl[1,2,4]triazolo[1,5-a]pyrimidin-5-yl)benzaldehyde), C[Si](C#C[Sn](CCCC)(CCCC)CCCC)(C)C (trimethyl[(tributylstannyl)ethynyl]silane). Run in O (water), ClCCl (dichloromethane), C1(=CC=CC=C1)C (toluene). Reactants: CN1CCNCC1, O=C(O)c1ccc(CONC(=O)c2ccccc2NCc2ccncc2)cc1. As a reaction SMILES: [CH3:29][N:30]1[CH2:31][CH2:32][NH:33][CH2:34][CH2:35]1.[n:1]1[cH:2][cH:3][c:4]([CH2:7][NH:8][c:9]2[c:10]([C:11](=[O:12])[NH:13][O:14][CH2:15][c:16]3[cH:17][cH:18][c:19]([C:20](=[O:21])[OH:22])[cH:23][cH:24]3)[cH:25][cH:26][cH:27][cH:28]2)[cH:5][cH:6]1>>[n:1]1[cH:2][cH:3][c:4]([CH2:7][NH:8][c:9]2[c:10]([C:11](=[O:12])[NH:13][O:14][CH2:15][c:16]3[cH:17][cH:18][c:19]([C:20](=[O:21])[N:33]4[CH2:32][CH2:31][N:30]([CH3:29])[CH2:35][CH2:34]4)[cH:23][cH:24]3)[cH:25][cH:26][cH:27][cH:28]2)[cH:5][cH:6]1. Product: CN1CCN(C(=O)c2ccc(CONC(=O)c3ccccc3NCc3ccncc3)cc2)CC1. Reactants: CC(C)(C)OC(=O)Nc1cn2cc(Br)sc2n1, COC(=O)NC(C(=O)N1CCCC1c1ncc(-c2ccc(B3OC(C)(C)C(C)(C)O3)cc2)[nH]1)C(C)C. RXN SMILES: [C:1]([CH3:2])([CH3:3])([CH3:4])[O:5][C:6]([NH:7][c:8]1[n:9][c:10]2[s:11][c:12]([Br:16])[cH:13][n:14]2[cH:15]1)=[O:17].[CH3:18][O:19][C:20]([NH:21][CH:22]([CH:23]([CH3:24])[CH3:25])[C:26](=[O:27])[N:28]1[CH:29]([c:33]2[nH:34][c:35](-[c:38]3[cH:39][cH:40][c:41]([B:44]4[O:45][C:46]([CH3:47])([CH3:48])[C:49]([CH3:50])([CH3:51])[O:52]4)[cH:42][cH:43]3)[cH:36][n:37]2)[CH2:30][CH2:31][CH2:32]1)=[O:53]>>[C:1]([CH3:2])([CH3:3])([CH3:4])[O:5][C:6]([NH:7][c:8]1[n:9][c:10]2[s:11][c:12](-[c:41]3[cH:40][cH:39][c:38](-[c:35]4[nH:34][c:33]([CH:29]5[N:28]([C:26]([CH:22]([NH:21][C:20]([O:19][CH3:18])=[O:53])[CH:23]([CH3:24])[CH3:25])=[O:27])[CH2:32][CH2:31][CH2:30]5)[n:37][cH:36]4)[cH:43][cH:42]3)[cH:13][n:14]2[cH:15]1)=[O:17]. Yields the product COC(=O)NC(C(=O)N1CCCC1c1ncc(-c2ccc(-c3cn4cc(NC(=O)OC(C)(C)C)nc4s3)cc2)[nH]1)C(C)C.